Dataset: the Open Reaction Database (ORD), a public repository of structured organic reaction records. Task: describe an organic reaction: reactants, conditions, products, and yield As a reaction SMILES: [Cl:29][C:30]12[N:31]=[CH:32][N:33]=[CH:34][C:35]1=[N:36][CH:37]=[N:38]2.[c:1]1([CH:7]([CH3:8])[NH:9][c:10]2[n:11][cH:12][cH:13][c:14](-[n:16]3[cH:17][n:18][c:19]4[c:20]3[cH:21][cH:22][c:23]([Sn:25]([CH3:26])([CH3:27])[CH3:28])[cH:24]4)[n:15]2)[cH:2][cH:3][cH:4][cH:5][cH:6]1>>[c:1]1([CH:7]([CH3:8])[NH:9][c:10]2[n:11][cH:12][cH:13][c:14](-[n:16]3[cH:17][n:18][c:19]4[c:20]3[cH:21][cH:22][c:23]([C:30]35[N:31]=[CH:32][N:33]=[CH:34][C:35]3=[N:36][CH:37]=[N:38]5)[cH:24]4)[n:15]2)[cH:2][cH:3][cH:4][cH:5][cH:6]1. The product is CC(Nc1nccc(-n2cnc3cc(C45N=CN=CC4=NC=N5)ccc32)n1)c1ccccc1. Starting materials: ClC12N=CN=CC1=NC=N2, CC(Nc1nccc(-n2cnc3cc([Sn](C)(C)C)ccc32)n1)c1ccccc1. Reactants: CC1=CC=C(C=C1)S(=O)(=O)Cl (4-methylphenylsulfonyl chloride), substituted aniline, FC1=C(N)C=C(C=C1)F (2,5-difluoroaniline). Solvent: N1=CC=CC=C1 (pyridine). The product is CC1=CC=C(C=C1)S(=O)(=O)NC1=C(C=CC(=C1)F)F (N-(4-methylphenylsulfonyl)-2,5-difluoroaniline), ( V ). RXN SMILES: [F:1][C:2]1[CH:8]=[CH:7][C:6]([F:9])=[CH:5][C:3]=1[NH2:4].[CH3:10][C:11]1[CH:16]=[CH:15][C:14]([S:17](Cl)(=[O:19])=[O:18])=[CH:13][CH:12]=1>N1C=CC=CC=1>[CH3:10][C:11]1[CH:16]=[CH:15][C:14]([S:17]([NH:4][C:3]2[CH:5]=[C:6]([F:9])[CH:7]=[CH:8][C:2]=2[F:1])(=[O:19])=[O:18])=[CH:13][CH:12]=1. Procedure: Following Intermediate Method 1, a substituted aniline, for example 2,5-difluoroaniline, may be reacted with 4-methylphenylsulfonyl chloride in pyridine to form N-(4-methylphenylsulfonyl)-2,5-difluoroaniline, (V). Nitration of (V) with sodium nitrite in nitric acid, acetic acid and water produces N-(4-methylphenylsulfonyl)-2,5-difluoro-4-nitroaniline, (VI). The reaction of (VI) with aqueous sulfuric acid yields 2,5-difluoro-4-nitroaniline, (VII). Subsequent reaction of (VII) with acetic anhydrid... Starting materials: O.[OH-].[Li+] (lithium hydroxide monohydrate), O (water), CC1=NC2=CC=CC=C2C(=C1)N1C=C(C=2C1=NC=CC2)C(=O)OC (methyl 1-(2-methylquinolin-4-yl)-1H-pyrrolo[2,3-b]pyridine-3-carboxylate). Solvent: O1CCCC1 (tetrahydrofuran). Yields the product CC1=NC2=CC=CC=C2C(=C1)N1C=C(C=2C1=NC=CC2)C(=O)O (1-(2-methylquinolin-4-yl)-1H-pyrrolo[2,3-b]pyridine-3-carboxylic acid). Yield: 72.5%. As a reaction SMILES: O.[OH-].[Li+].O.[CH3:5][C:6]1[CH:15]=[C:14]([N:16]2[C:20]3=[N:21][CH:22]=[CH:23][CH:24]=[C:19]3[C:18]([C:25]([O:27]C)=[O:26])=[CH:17]2)[C:13]2[C:8](=[CH:9][CH:10]=[CH:11][CH:12]=2)[N:7]=1>O1CCCC1>[CH3:5][C:6]1[CH:15]=[C:14]([N:16]2[C:20]3=[N:21][CH:22]=[CH:23][CH:24]=[C:19]3[C:18]([C:25]([OH:27])=[O:26])=[CH:17]2)[C:13]2[C:8](=[CH:9][CH:10]=[CH:11][CH:12]=2)[N:7]=1 |f:0.1.2|. Procedure details: 0.62 g (15 mmol) of lithium hydroxide monohydrate and 18 cm3 of water were added, at a temperature in the region of 20° C., to 1.6 g (5.0 mmol) of methyl 1-(2-methylquinolin-4-yl)-1H-pyrrolo[2,3-b]pyridine-3-carboxylate in solution in 18 cm3 of tetrahydrofuran. After stirring at reflux of the solvent for 4 h, the reaction mixture was concentrated to dryness under reduced pressure (2.7 kPa) and the residue was taken up in 80 cm3 of water. The mixture was extracted with 30 cm3 of ethyl acetate and... Reactants: N1=C(C=NC2=CC=CC=C12)OC1=CC=C(OC(C(=O)Cl)C)C=C1 (2-[4-(2-quinoxalinyloxy)phenoxy]propionyl chloride), C(C)NCC (diethylamine). Solvent: C(Cl)Cl (methylene chloride), C(Cl)Cl (methylene chloride). Conditions: time 8 hour. Yields the product C(C)N(C(C(C)OC1=CC=C(C=C1)OC1=NC2=CC=CC=C2N=C1)=O)CC (N,N-diethyl-2-[4-(quinoxalinyloxy)phenoxy]propanamide). As a reaction SMILES: [N:1]1[C:10]2[C:5](=[CH:6][CH:7]=[CH:8][CH:9]=2)[N:4]=[CH:3][C:2]=1[O:11][C:12]1[CH:23]=[CH:22][C:15]([O:16][CH:17]([CH3:21])[C:18](Cl)=[O:19])=[CH:14][CH:13]=1.[CH2:24]([NH:26][CH2:27][CH3:28])[CH3:25]>C(Cl)Cl>[CH2:24]([N:26]([CH2:27][CH3:28])[C:18](=[O:19])[CH:17]([O:16][C:15]1[CH:22]=[CH:23][C:12]([O:11][C:2]2[CH:3]=[N:4][C:5]3[C:10](=[CH:9][CH:8]=[CH:7][CH:6]=3)[N:1]=2)=[CH:13][CH:14]=1)[CH3:21])[CH3:25]. Procedure: The title compound can be prepared by interaction of 2-[4-(2-quinoxalinyloxy)phenoxy]propionic acid with thionyl chloride in a suitable solvent such as chlorobutane. Add a solution of 3.3 g (0.01 mole) 2-[4-(2-quinoxalinyloxy)phenoxy]propionyl chloride in 30 cc methylene chloride to a cold (5° C.) solution of 1.8 g (0.025 mole) diethylamine in 30 cc methylene chloride. Stir the mixture at room temperature overnight. Wash the methylene chloride solution with water and dry over magnesium sulfate. ... Starting materials: CC([C@H](C)N(C([O-])=O)CCC(CC=C)(O)C1=CC=C(C=C1)F)(C)C ((S)-3,3-dimethylbutan-2-yl(3-(4-fluorophenyl)-3-hydroxyhex-5-enyl)carba mate), [H-].[Na+] (NaH). Solvent: C1CCOC1 (THF). Reaction conditions: time 8 hour. The product is C(C=C)C1(CCN(C(O1)=O)[C@@H](C)C(C)(C)C)C1=CC=C(C=C1)F (6-allyl-3-((2S)-3,3-dimethylbutan-2-yl)-6-(4-fluorophenyl)-1,3-oxazinan-2-one). Reaction SMILES: [CH3:1][C:2]([CH3:24])([CH3:23])[C@@H:3]([N:5]([CH2:9][CH2:10][C:11]([C:16]1[CH:21]=[CH:20][C:19]([F:22])=[CH:18][CH:17]=1)([OH:15])[CH2:12][CH:13]=[CH2:14])[C:6](=O)[O-:7])[CH3:4].[H-].[Na+]>C1COCC1>[CH2:12]([C:11]1([C:16]2[CH:21]=[CH:20][C:19]([F:22])=[CH:18][CH:17]=2)[O:15][C:6](=[O:7])[N:5]([C@H:3]([C:2]([CH3:24])([CH3:23])[CH3:1])[CH3:4])[CH2:9][CH2:10]1)[CH:13]=[CH2:14] |f:1.2|. Procedure: To a solution of (S)-3,3-dimethylbutan-2-yl(3-(4-fluorophenyl)-3-hydroxyhex-5-enyl)carba mate (2.2 g, 6.27 mmol) in dry THF (25 mL) was added NaH (752 mg, 18.80 mmol) at 0° C. under N2, and the mixture was stirred at it overnight. The reaction was quenched with water, and the mixture was extracted with EtOAc. The combined organic layer was washed with brine, dried over Na2SO4, filtered and concentrated to afford the crude product, which was purified by chromatography to give two isomers of 6-all... RXN SMILES: [CH3:21][O:22][c:23]1[cH:24][cH:25][c:26]([CH2:27][NH2:28])[cH:29][cH:30]1.[CH3:31][OH:32].[NH2:1][c:2]1[c:3](-[c:8]2[s:9][c:10]3[c:11]([n:12]2)[cH:13][cH:14][c:15]([S:17](=[O:18])(=[O:19])[Cl:20])[cH:16]3)[c:4]([CH3:7])[n:5][nH:6]1>>[NH2:1][c:2]1[c:3](-[c:8]2[s:9][c:10]3[c:11]([n:12]2)[cH:13][cH:14][c:15]([S:17](=[O:18])(=[O:19])[NH:28][CH2:27][c:26]2[cH:25][cH:24][c:23]([O:22][CH3:21])[cH:30][cH:29]2)[cH:16]3)[c:4]([CH3:7])[n:5][nH:6]1. Yields the product COc1ccc(CNS(=O)(=O)c2ccc3nc(-c4c(C)n[nH]c4N)sc3c2)cc1. The reactants are COc1ccc(CN)cc1, CO, Cc1n[nH]c(N)c1-c1nc2ccc(S(=O)(=O)Cl)cc2s1. The reactants are ClCCCSC1=NC=CC=C1 (2-(3-Chloropropyl)thiopyridine), OO (hydrogen peroxide), O (water), S(=O)(O)[O-].[Na+] (sodium hydrogen sulfite). Run in C(=O)O (formic acid). Conditions: time 4 hour. Product: ClCCCS(=O)(=O)C1=NC=CC=C1 (2-pyridyl 3-chloropropyl sulfone). RXN SMILES: [Cl:1][CH2:2][CH2:3][CH2:4][S:5][C:6]1[CH:11]=[CH:10][CH:9]=[CH:8][N:7]=1.OO.[OH2:14].S([O-])(O)=[O:16].[Na+]>C(O)=O>[Cl:1][CH2:2][CH2:3][CH2:4][S:5]([C:6]1[CH:11]=[CH:10][CH:9]=[CH:8][N:7]=1)(=[O:16])=[O:14] |f:3.4|. Procedure: 2-(3-Chloropropyl)thiopyridine (3.7 g) prepared in Reference Example 3 is dissolved in formic acid (30 ml). 30% Aqueous hydrogen peroxide (6.9 g) is added to the solution and the mixture is stirred at room temperature for 4 hours. After dilution with water, sodium hydrogen sulfite is added to the mixture with ice-cooling to destroy excess formic acid. The mixture is extracted with chloroform and the extract is washed with water, saturated aqueous sodium bicarbonate and saturated aqueous sodium c... The reactants are FC1=CC=C(C=C1)C(C(Br)C1=CC=C(C=C1)SC)=O (1-(4-fluorophenyl)-2-(4-methylthiophenyl)-2-bromoethanone), C1(=CC=CC=C1)CC(=S)N (2-phenylthioacetamide), C(C)(C)CC(C)(C)C (isooctane). Solvent: C(C)(=O)OCC (ethyl acetate), C(C)O (ethanol), C(Cl)Cl (methylene chloride). Product: C(C1=CC=CC=C1)C=1SC(=C(N1)C1=CC=C(C=C1)F)C1=CC=C(C=C1)SC (2-benzyl-4-(4-fluorophenyl)-5-(4-methylthiophenyl)thiazole). As a reaction SMILES: [F:1][C:2]1[CH:7]=[CH:6][C:5]([C:8](=O)[CH:9]([C:11]2[CH:16]=[CH:15][C:14]([S:17][CH3:18])=[CH:13][CH:12]=2)Br)=[CH:4][CH:3]=1.[C:20]1([CH2:26][C:27]([NH2:29])=[S:28])[CH:25]=[CH:24][CH:23]=[CH:22][CH:21]=1.C(CC(C)(C)C)(C)C>C(O)C.C(OCC)(=O)C.C(Cl)Cl>[CH2:26]([C:27]1[S:28][C:9]([C:11]2[CH:16]=[CH:15][C:14]([S:17][CH3:18])=[CH:13][CH:12]=2)=[C:8]([C:5]2[CH:6]=[CH:7][C:2]([F:1])=[CH:3][CH:4]=2)[N:29]=1)[C:20]1[CH:25]=[CH:24][CH:23]=[CH:22][CH:21]=1. Procedure: To a solution of 2-bromo-l-(4-fluorophenyl)-2-(4-methylthiophenyl)ethanone (Example 1, Step 3) (0.250 g, 0.737 mmol) in ethanol (9 mL) in a 25 mL round bottom flask was added 2-phenylthioacetamide (0.111 g, 0.737 mmol) and the mixture heated to reflux overnight. The reaction was cooled to room temperature, diluted with ethyl acetate (50 mL), washed successively with Na2CO3 (10 % solution) and brine, dried over Na2SO4, filtered and concentrated in vacuo yielding an oil. This oil was dissolved in ...